describe an organic reaction: reactants, conditions, products, and yield From a dataset of the Open Reaction Database (ORD), a public repository of structured organic reaction records. Reactants: C(C)OC(COC1=C(C=CC(=C1)F)C(NCC=1SC2=C(N1)C(=C(C=C2F)F)F)=O)=O ((5-fluoro-2[(4,5,7-trifluoro-benzothiazol-2-ylmethyl)carbamoyl]-phenoxy}-acetic acid ethyl ester), [OH-].[Na+] (NaOH). The solvent is C(C)O (ethanol). The product is FC=1C=CC(=C(OCC(=O)O)C1)C(NCC=1SC2=C(N1)C(=C(C=C2F)F)F)=O ({5-fluoro-2[(4,5,7-trifluoro-benzothiazol-2-ylmethyl)carbamoyl]-phenoxy}-acetic acid). Reaction SMILES: C([O:3][C:4](=[O:30])[CH2:5][O:6][C:7]1[CH:12]=[C:11]([F:13])[CH:10]=[CH:9][C:8]=1[C:14](=[O:29])[NH:15][CH2:16][C:17]1[S:18][C:19]2[C:25]([F:26])=[CH:24][C:23]([F:27])=[C:22]([F:28])[C:20]=2[N:21]=1)C.[OH-].[Na+]>C(O)C>[F:13][C:11]1[CH:10]=[CH:9][C:8]([C:14](=[O:29])[NH:15][CH2:16][C:17]2[S:18][C:19]3[C:25]([F:26])=[CH:24][C:23]([F:27])=[C:22]([F:28])[C:20]=3[N:21]=2)=[C:7]([CH:12]=1)[O:6][CH2:5][C:4]([OH:30])=[O:3] |f:1.2|. Reported procedure: A suspension of (5-fluoro-2[(4,5,7-trifluoro-benzothiazol-2-ylmethyl)carbamoyl]-phenoxy}-acetic acid ethyl ester (1 g, 2.3 mmol) in ethanol (11 mL) was treated with aq 2 N NaOH (6.8 mL, 14 mmol) and stirred at room temperature. After stirring for 1 h, the solution was concentrated in vacuo and acidified to pH 1 with aq 2 N HCl. The resulting solution was diluted with ethyl acetate and washed with saturated NaCl. The organic layer was dried over MgSO4, filtered, and concentrated to give {5-fluoro... Starting materials: C[Si](C)(C)C#CC1=C(C=CC=C1)CC(=O)OC (Methyl 2-(2-((trimethylsilyl)ethynyl)phenyl)acetate), CCCC[N+](CCCC)(CCCC)CCCC.[F-] (TBAF). The solvent is C(Cl)Cl (DCM). Conditions: time 1 hour. The product is C(#C)C1=C(C=CC=C1)CC(=O)OC (Methyl 2-(2-ethynylphenyl)acetate). RXN SMILES: C[Si]([C:5]#[C:6][C:7]1[CH:12]=[CH:11][CH:10]=[CH:9][C:8]=1[CH2:13][C:14]([O:16][CH3:17])=[O:15])(C)C.CCCC[N+](CCCC)(CCCC)CCCC.[F-]>C(Cl)Cl>[C:6]([C:7]1[CH:12]=[CH:11][CH:10]=[CH:9][C:8]=1[CH2:13][C:14]([O:16][CH3:17])=[O:15])#[CH:5] |f:1.2|. Procedure details: Methyl 2-(2-((trimethylsilyl)ethynyl)phenyl)acetate (I10) (4.63 g, 19.0 mmol) was dissolved in DCM (200 mL) and TBAF (1.0 M in THF) (28.5 mL, 28.5 mmol, 1.5 eq) was added at 0° C. The resulting solution was stirred at room temperature for 1 hour before washing with 10% NaHCO3 (100 mL). The organic layer was dried (MgSO4) then evaporated under reduced pressure to give a dark brown/black residue. The residue was adsorbed onto silica and then chromatographed on silica gel (0-10% ethyl acetate/petro... The reactants are ClC1=C2C(=NC=3C=CC(=CC13)O)C1=CC=CC=C1C2=O (10-chloro-8-hydroxy-11H-indeno[1,2-b]quinolin-11-one), C([O-])([O-])=O.[Li+].[Li+] (lithium carbonate), Cl.C(C)N(CCS)CC (2-diethylaminoethanethiol hydrochloride), CN(C=O)C (N,N-dimethylformamide). Solvent: O (water). Run at temperature 90 celsius, time 5 hour. The product is CN(C)CCSC1=C2C(=NC=3C=CC(=CC13)O)C1=CC=CC=C1C2=O (10-(((dimethylamino)ethyl)thio)-8-hydroxy-11H-indeno[1,2-b]quinolin-11-one). Yield: 63.2%. As a reaction SMILES: Cl[C:2]1[C:11]2[CH:10]=[C:9]([OH:12])[CH:8]=[CH:7][C:6]=2[N:5]=[C:4]2[C:13]3[C:18]([C:19](=[O:20])[C:3]=12)=[CH:17][CH:16]=[CH:15][CH:14]=3.C(=O)([O-])[O-].[Li+].[Li+].Cl.[CH2:28]([N:30]([CH2:34]C)[CH2:31][CH2:32][SH:33])C.CN(C)C=O>O>[CH3:28][N:30]([CH2:31][CH2:32][S:33][C:2]1[C:11]2[CH:10]=[C:9]([OH:12])[CH:8]=[CH:7][C:6]=2[N:5]=[C:4]2[C:13]3[C:18]([C:19](=[O:20])[C:3]=12)=[CH:17][CH:16]=[CH:15][CH:14]=3)[CH3:34] |f:1.2.3,4.5|. Reported procedure: A mixture of 400 mg (1.4 mmol) of 10-chloro-8-hydroxy-11H-indeno[1,2-b]quinolin-11-one, 629 mg (8.5 mmol) of lithium carbonate, 963 mg (5.7 mmol) of 2-diethylaminoethanethiol hydrochloride and 8 ml of N,N-dimethylformamide was stirred for 5 hours with heating at 90° C. After completion of the reaction, the reaction mixture was added to water, and precipitated crystals were collected by filteration. The crystals were recrystallized from ethanol, giving 310 mg of the title compound (yield: 57.7%).... Starting materials: CCOC(C)=O, CCCCCCCCCCCCCC#CC(O)C(CO)NC(=O)OC(C)(C)C. Product: CCCCCCCCCCCCCCCC(O)C(CO)NC(=O)OC(C)(C)C. Reaction SMILES: [CH3:29][CH2:30][O:31][C:32](=[O:33])[CH3:34].[OH:1][CH:2]([CH:3]([CH2:4][OH:5])[NH:6][C:7]([O:8][C:9]([CH3:10])([CH3:11])[CH3:12])=[O:13])[C:14]#[C:15][CH2:16][CH2:17][CH2:18][CH2:19][CH2:20][CH2:21][CH2:22][CH2:23][CH2:24][CH2:25][CH2:26][CH2:27][CH3:28]>>[OH:1][CH:2]([CH:3]([CH2:4][OH:5])[NH:6][C:7]([O:8][C:9]([CH3:10])([CH3:11])[CH3:12])=[O:13])[CH2:14][CH2:15][CH2:16][CH2:17][CH2:18][CH2:19][CH2:20][CH2:21][CH2:22][CH2:23][CH2:24][CH2:25][CH2:26][CH2:27][CH3:28]. The reactants are CCNc1cc(Oc2cccc(NC(=O)OC(C)(C)C)c2)ncc1[N+](=O)[O-], CCO. Product: CCNc1cc(Oc2cccc(NC(=O)OC(C)(C)C)c2)ncc1N. As a reaction SMILES: [CH2:1]([CH3:2])[NH:3][c:4]1[cH:5][c:6]([O:13][c:14]2[cH:15][c:16]([NH:20][C:21]([O:22][C:23]([CH3:24])([CH3:25])[CH3:26])=[O:27])[cH:17][cH:18][cH:19]2)[n:7][cH:8][c:9]1[N+:10]([O-:11])=[O:12].[CH3:28][CH2:29][OH:30]>>[CH2:1]([CH3:2])[NH:3][c:4]1[cH:5][c:6]([O:13][c:14]2[cH:15][c:16]([NH:20][C:21]([O:22][C:23]([CH3:24])([CH3:25])[CH3:26])=[O:27])[cH:17][cH:18][cH:19]2)[n:7][cH:8][c:9]1[NH2:10].